The task is: describe an organic reaction: reactants, conditions, products, and yield. This data is from the Open Reaction Database (ORD), a public repository of structured organic reaction records. The reactants are C(C=C)#N (acrylonitrile), CN(CCO)C (2-dimethylaminoethanol). Yields the product N(C)(C)CCOCCC#N ((CH3)2NCH2CH2OCH2CH2CN). As a reaction SMILES: [C:1](#[N:4])[CH:2]=[CH2:3].[CH3:5][N:6]([CH3:10])[CH2:7][CH2:8][OH:9]>>[N:6]([CH2:7][CH2:8][O:9][CH2:3][CH2:2][C:1]#[N:4])([CH3:10])[CH3:5]. Reported procedure: 244 g of acrylonitrile are added dropwise to 356.5 g of 2-dimethylaminoethanol and 5 ml of Triton B in the course of 15 minutes. In the course of the ensuing exothermic reaction the mixture warms from room temperature to 75° C. While adding a further 5 ml of Triton B, the mixture is heated for 8 hours to 95° C. and then distilled. Yield: 451.4 g (79.4%) of analytically pure product (analysis by gas chromatography); b.p. 102° C./8 torr. The reactants are CC=1C=C(C=O)C=C(C1)C (3,5-dimehtylbenzaldehyde), ClC1=C(C=CC=C1)Cl (o-dichlorobenzene). Reaction conditions: time 6 hour. The product is CC=1C=C(C(=O)Cl)C=C(C1)C (3,5-dimethylbenzoyl chloride). Yield: 70.0%. As a reaction SMILES: [CH3:1][C:2]1[CH:3]=[C:4]([CH:7]=[C:8]([CH3:10])[CH:9]=1)[CH:5]=[O:6].[Cl:11]C1C=CC=CC=1Cl>>[CH3:1][C:2]1[CH:3]=[C:4]([CH:7]=[C:8]([CH3:10])[CH:9]=1)[C:5]([Cl:11])=[O:6]. Reported procedure: Into a 2-L three-necked flask equipped with a gas blowing tube, a reflux condenser and a stirrer, were charged 269.7 g (2 mol) of 3,5-dimehtylbenzaldehyde and 800 g of o-dichlorobenzene. The temperature of the reaction system was controlled to 5° C. while introducing a nitrogen gas. After bubbling the reaction solution by blowing a nitrogen gas for one hour, the feed of nitrogen was stopped and the feed of chlorine was started. Simultaneously with the feed of chlorine, the irradiation of light f... Reactants: CSC1=CC=C(C=C1)CCl ((4-methylthiophenyl)chloromethane), O1CCCC1 (tetrahydrofuran), solution, C[Si](C)(C)[N-][Si](C)(C)C.[Li+] (lithium bis(trimethylsilyl)amide), FC1=CC=C(C=C1)C(C#N)[Si](C)(C)C ((4-fluorophenyl)-2-trimethylsilyl-ethanenitrile), O1CCCC1 (tetrahydrofuran), O1CCCC1 (tetrahydrofuran), O1CCCC1 (tetrahydrofuran), Cl (hydrochloric acid). Reaction conditions: time 1 hour. Product: FC1=CC=C(C=C1)C(CC1=CC=C(C=C1)SC)=O (1-(4-fluorophenyl)-2-(4-methylthiophenyl)ethan-1-one). Reaction SMILES: C[Si]([N-][Si](C)(C)C)(C)C.[Li+].[F:11][C:12]1[CH:17]=[CH:16][C:15]([CH:18]([Si](C)(C)C)[C:19]#N)=[CH:14][CH:13]=1.[CH3:25][S:26][C:27]1[CH:32]=[CH:31][C:30](CCl)=[CH:29][CH:28]=1.Cl.[O:36]1CCCC1>>[F:11][C:12]1[CH:17]=[CH:16][C:15]([C:18](=[O:36])[CH2:19][C:30]2[CH:31]=[CH:32][C:27]([S:26][CH3:25])=[CH:28][CH:29]=2)=[CH:14][CH:13]=1 |f:0.1|. Reported procedure: To 321 ml of a 1.0M solution of lithium bis(trimethylsilyl)amide in tetrahydrofuran (containing 321 mMol, 1.1 eqs) along with an additional 200 ml of dry tetrahydrofuran stirring at -70° C., was added dropwise a solution of 65.1 g (292 mMol) of (4-fluorophenyl)-2-trimethylsilyl-ethanenitrile from Step 1 in 100 ml of tetrahydrofuran. After stirring for 1 hour, a solution of 50.5 g (292 mMol, 1.0 eq) of (4-methylthiophenyl)chloromethane from Step 2 in 100 ml of tetrahydrofuran. The mixture was sti... The reactants are [OH-].[Na+] (sodium hydroxide), COS(=O)(=O)OC (Dimethylsulfate), ClC(=O)OCC (ethyl chloroformate), [OH-].[Na+] (sodium hydroxide), 504, N#CN (cyanamide). Solvent: O (water). Run at time 3 hour. Yields the product C(C)OC(=O)N(C#N)C (N-ethoxycarbonyl-N-methylcyanamide). Isolated yield 81.0%. As a reaction SMILES: Cl[C:2]([O:4][CH2:5][CH3:6])=[O:3].[OH-].[Na+].[N:9]#[C:10][NH2:11].[CH3:12]OS(OC)(=O)=O>O>[CH2:5]([O:4][C:2]([N:9]([CH3:12])[C:10]#[N:11])=[O:3])[CH3:6] |f:1.2|. Procedure details: 657 Parts of ethyl chloroformate and 945 parts of a 50% aqueous sodium hydroxide solution were added simultaneously to a solution of 504 parts of a 50% aqueous cyanamide solution in 825 parts of water at 25° during a period of 90 minutes and at a pH of 6.9 to 7.1. As the addition of the reactants progressed, the temperature of the reaction mass was allowed to rise to 53°-55° and was maintained within that range by cooling. When the addition was complete, the reaction mass was cooled to 40°. Dime... Starting materials: BrCc1ccccc1, CCCC[N+](CCCC)(CCCC)CCCC, CN(C)P(=O)(N(C)C)N(C)C, [H-], [I-], [Na+], CN(C)C=O, C1CCOC1, Cc1cc(O)cc(=O)o1. Product: Cc1cc(OCc2ccccc2)cc(=O)o1. As a reaction SMILES: [Br:17][CH2:18][c:19]1[cH:20][cH:21][cH:22][cH:23][cH:24]1.[CH2:31]([N+:32]([CH2:33][CH2:34][CH2:35][CH3:36])([CH2:37][CH2:38][CH2:39][CH3:40])[CH2:41][CH2:42][CH2:43][CH3:44])[CH2:45][CH2:46][CH3:47].[CH3:48][N:49]([CH3:50])[P:51]([N:52]([CH3:53])[CH3:54])([N:55]([CH3:56])[CH3:57])=[O:58].[H-:1].[I-:30].[Na+:2].[O:12]=[CH:13][N:14]([CH3:15])[CH3:16].[O:25]1[CH2:26][CH2:27][CH2:28][CH2:29]1.[OH:3][c:4]1[cH:5][c:6](=[O:11])[o:7][c:8]([CH3:10])[cH:9]1>>[O:3]([c:4]1[cH:5][c:6](=[O:11])[o:7][c:8]([CH3:10])[cH:9]1)[CH2:18][c:19]1[cH:20][cH:21][cH:22][cH:23][cH:24]1. The reactants are CCCCO, CC(C)O, COc1cc(C(C)=O)ccc1OCCCCl, OC(c1ccc(F)cc1)(c1ccc(F)cc1)C1CCCNC1, [I-], [K+], [Na+], [Na+], O=C([O-])[O-]. The product is COc1cc(C(C)=O)ccc1OCCCN1CCCC(C(O)(c2ccc(F)cc2)c2ccc(F)cc2)C1. Reaction SMILES: [CH2:47]([OH:48])[CH2:49][CH2:50][CH3:51].[CH3:52][CH:53]([OH:54])[CH3:55].[Cl:23][CH2:24][CH2:25][CH2:26][O:27][c:28]1[c:29]([O:37][CH3:38])[cH:30][c:31]([C:34]([CH3:35])=[O:36])[cH:32][cH:33]1.[F:1][c:2]1[cH:3][cH:4][c:5]([C:8]([OH:9])([CH:10]2[CH2:11][NH:12][CH2:13][CH2:14][CH2:15]2)[c:16]2[cH:17][cH:18][c:19]([F:22])[cH:20][cH:21]2)[cH:6][cH:7]1.[I-:46].[K+:45].[Na+:39].[Na+:40].[O-:41][C:42](=[O:43])[O-:44]>>[F:1][c:2]1[cH:3][cH:4][c:5]([C:8]([OH:9])([CH:10]2[CH2:11][N:12]([CH2:24][CH2:25][CH2:26][O:27][c:28]3[c:29]([O:37][CH3:38])[cH:30][c:31]([C:34]([CH3:35])=[O:36])[cH:32][cH:33]3)[CH2:13][CH2:14][CH2:15]2)[c:16]2[cH:17][cH:18][c:19]([F:22])[cH:20][cH:21]2)[cH:6][cH:7]1. Run in C(C)O (ethanol), C(C)O (ethanol). The product is C(C)OC(=O)C1=C(NC=2CCCC(C2C1C1=C(C=C(C(=C1)OC)OC)[N+](=O)[O-])=O)N (2-amino-4-(2-nitro-4,5-dimethoxyphenyl)-1,4,5,6,7,8-hexahydro-5-oxoquinoline-3-carboxylic acid ethyl ester). RXN SMILES: [N+:1]([C:4]1[C:9]([CH:10]=O)=[CH:8][C:7]([O:12][CH3:13])=[C:6]([O:14][CH3:15])[CH:5]=1)([O-:3])=[O:2].[C:16]1(=[O:23])[CH2:21][CH2:20][CH2:19][C:18](=O)[CH2:17]1.[CH2:24]([O:26][C:27](=[O:32])[CH2:28][C:29](=[NH:31])[NH2:30])[CH3:25]>C(O)C>[CH2:24]([O:26][C:27]([C:28]1[CH:10]([C:9]2[CH:8]=[C:7]([O:12][CH3:13])[C:6]([O:14][CH3:15])=[CH:5][C:4]=2[N+:1]([O-:3])=[O:2])[C:17]2[C:16](=[O:23])[CH2:21][CH2:20][CH2:19][C:18]=2[NH:30][C:29]=1[NH2:31])=[O:32])[CH3:25]. The reactants are [N+](=O)([O-])C1=CC(=C(C=C1C=O)OC)OC (6-nitroveratraldehyde), C1(CC(CCC1)=O)=O (cyclohexane-1,3-dione), C(C)OC(CC(N)=N)=O (amidinoacetic acid ethyl ester). Procedure: Boiling a solution of 8.5 g of 6-nitroveratraldehyde, 4.0 g of cyclohexane-1,3-dione and 5.2 g of amidinoacetic acid ethyl ester in 150 ml of ethanol for 1 hour yields 2-amino-4-(2-nitro-4,5-dimethoxyphenyl)-1,4,5,6,7,8-hexahydro-5-oxoquinoline-3-carboxylic acid ethyl ester of melting point 261°C (ethanol). Yield: 52.0%. Reactants: C(C)(C)(C)OC(NCC1=CC(=CC=C1)CNC1=NC=C(C(=N1)NCC1CCC(CC1)N1CCCC1)[N+](=O)[O-])=O ([3-({5-nitro-4-[(4-pyrrolidin-1-yl-cyclohexylmethyl)-amino]-pyrimidin-2-ylamino}-methyl)-benzyl]-carbamic acid tert-butyl ester), C(=O)(C(F)(F)F)O (TFA). Solvent: C(Cl)Cl (DCM). Yields the product NCC=1C=C(CNC2=NC=C(C(=N2)NC[C@@H]2CC[C@H](CC2)N2CCCC2)[N+](=O)[O-])C=CC1 (N2-[3-(aminomethyl)benzyl]-5-nitro-N4-[(trans-4-pyrrolidin-1-ylcyclohexyl)methyl]pyrimidine-2,4-diamine). Isolated yield 22.8%. As a reaction SMILES: C(OC(=O)[NH:7][CH2:8][C:9]1[CH:14]=[CH:13][CH:12]=[C:11]([CH2:15][NH:16][C:17]2[N:22]=[C:21]([NH:23][CH2:24][CH:25]3[CH2:30][CH2:29][CH:28]([N:31]4[CH2:35][CH2:34][CH2:33][CH2:32]4)[CH2:27][CH2:26]3)[C:20]([N+:36]([O-:38])=[O:37])=[CH:19][N:18]=2)[CH:10]=1)(C)(C)C.C(O)(C(F)(F)F)=O>C(Cl)Cl>[NH2:7][CH2:8][C:9]1[CH:10]=[C:11]([CH:12]=[CH:13][CH:14]=1)[CH2:15][NH:16][C:17]1[N:22]=[C:21]([NH:23][CH2:24][C@H:25]2[CH2:26][CH2:27][C@H:28]([N:31]3[CH2:35][CH2:34][CH2:33][CH2:32]3)[CH2:29][CH2:30]2)[C:20]([N+:36]([O-:38])=[O:37])=[CH:19][N:18]=1. Reported procedure: To a solution of [3-({5-nitro-4-[(4-pyrrolidin-1-yl-cyclohexylmethyl)-amino]-pyrimidin-2-ylamino}-methyl)-benzyl]-carbamic acid tert-butyl ester (132 mg, 0.25 mmol) in DCM (1 mL) was added TFA (2 mL). After 20 min the reaction mixture was concentrated in vacuo and the resulting oil taken up in EtOAc and the solution washed with sat. NaHCO3. The aqueous layer was then extracted with 90:10 CHCl3/i-PrOH. The combined organic layers were concentrated in vacuo and the residue purified by column chrom...